From a dataset of the Open Reaction Database (ORD), a public repository of structured organic reaction records. describe an organic reaction: reactants, conditions, products, and yield Starting materials: CCOC(=O)CBr, O=C([O-])[O-], Cn1c(-c2ccc(O)cc2C(F)(F)F)nnc1C(C)(C)Oc1c(F)cc(F)cc1F, Cl, [K+], [K+], CN(C)C=O, O. The product is CCOC(=O)COc1ccc(-c2nnc(C(C)(C)Oc3c(F)cc(F)cc3F)n2C)c(C(F)(F)F)c1, Cl. As a reaction SMILES: [Br:38][CH2:39][C:40](=[O:41])[O:42][CH2:43][CH3:44].[C:32](=[O:33])([O-:34])[O-:35].[CH3:2][n:3]1[c:4](-[c:21]2[c:22]([C:28]([F:29])([F:30])[F:31])[cH:23][c:24]([OH:27])[cH:25][cH:26]2)[n:5][n:6][c:7]1[C:8]([CH3:9])([O:10][c:11]1[c:12]([F:19])[cH:13][c:14]([F:18])[cH:15][c:16]1[F:17])[CH3:20].[ClH:1].[K+:36].[K+:37].[O:46]=[CH:47][N:48]([CH3:49])[CH3:50].[OH2:45]>>[CH3:2][n:3]1[c:4](-[c:21]2[c:22]([C:28]([F:29])([F:30])[F:31])[cH:23][c:24]([O:27][CH2:39][C:40](=[O:41])[O:42][CH2:43][CH3:44])[cH:25][cH:26]2)[n:5][n:6][c:7]1[C:8]([CH3:9])([O:10][c:11]1[c:12]([F:19])[cH:13][c:14]([F:18])[cH:15][c:16]1[F:17])[CH3:20].[ClH:1].